Dataset: the Open Reaction Database (ORD), a public repository of structured organic reaction records. Task: describe an organic reaction: reactants, conditions, products, and yield Reactants: BrC=1C=C2/C(/C(NC(C2=CC1)=O)=O)=C/NC1=CC(=C(C=C1)N1CCN(CC1)C)F ((4Z)-6-Bromo-4-({[3-fluoro-4-(4-methylpiperazin-1-yl)phenyl]amino}methylene)-isoquinoline-1,3(2H,4H)-dione), BrC=1C=C2C(C(NC(C2=CC1)=O)=O)=CNC1=CC=C(C=C1)N1CC(NC(C1)C)C (6-bromo-4-({[4-(3,5-dimethylpiperazin-1-yl)phenyl]amino}methylene)isoquinoline-1,3(2H,4H)-dione). Solvent: CN(C=O)C (N,N-dimethylformamide). The product is BrC=1C=C2\C(\C(NC(C2=CC1)=O)=O)=C/OC ((4E)-6-bromo-4-(methoxymethylene)isoquinoline-1,3(2H,4H)-dione), FC=1C=C(C=CC1N1CCN(CC1)C)N ([3-fluoro-4-(4-methylpiperazin-1-yl)phenyl]amine). RXN SMILES: [Br:1][C:2]1[CH:3]=[C:4]2[C:9](=[CH:10][CH:11]=1)[C:8](=[O:12])[NH:7][C:6](=[O:13])/[C:5]/2=[CH:14]\[NH:15][C:16]1[CH:21]=[CH:20][C:19]([N:22]2[CH2:27][CH2:26][N:25]([CH3:28])[CH2:24][CH2:23]2)=[C:18]([F:29])[CH:17]=1.BrC1C=C2C(=CC=1)[C:37](=[O:41])NC(=O)C2=CNC1C=CC(N2CC(C)NC(C)C2)=CC=1>CN(C)C=O>[Br:1][C:2]1[CH:3]=[C:4]2[C:9](=[CH:10][CH:11]=1)[C:8](=[O:12])[NH:7][C:6](=[O:13])/[C:5]/2=[CH:14]/[O:41][CH3:37].[F:29][C:18]1[CH:17]=[C:16]([NH2:15])[CH:21]=[CH:20][C:19]=1[N:22]1[CH2:23][CH2:24][N:25]([CH3:28])[CH2:26][CH2:27]1. Procedure: Using the procedure described for the preparation of 4Z)-6-bromo-4-({[4-(3,5-dimethylpiperazin-1-yl)phenyl]amino}methylene)isoquinoline-1,3(2H,4H)-dione, 3.0 g (92.0% yield) of light brown solid is obtained from 2.0 g (7.09 mmol) of (4E)-6-bromo-4-(methoxymethylene)isoquinoline-1,3(2H,4H)-dione and 1.63 g (7.8 mmol) of [3-fluoro-4-(4-methylpiperazin-1-yl)phenyl]amine and 25 mL of N,N-dimethylformamide: mp 206-207° C.; MS (ESI) m/z 459.0-461.0 (M+H)+1 As a reaction SMILES: [CH3:29][CH2:30][OH:31].[F:1][c:2]1[cH:3][cH:4][c:5]([C:8]([OH:9])([CH:10]2[CH2:11][N:12]([CH2:15][c:16]3[cH:17][cH:18][cH:19][cH:20][cH:21]3)[CH2:13][CH2:14]2)[c:22]2[cH:23][cH:24][c:25]([F:28])[cH:26][cH:27]2)[cH:6][cH:7]1>>[F:1][c:2]1[cH:3][cH:4][c:5]([C:8]([OH:9])([CH:10]2[CH2:11][NH:12][CH2:13][CH2:14]2)[c:22]2[cH:23][cH:24][c:25]([F:28])[cH:26][cH:27]2)[cH:6][cH:7]1. Yields the product OC(c1ccc(F)cc1)(c1ccc(F)cc1)C1CCNC1. The reactants are CCO, OC(c1ccc(F)cc1)(c1ccc(F)cc1)C1CCN(Cc2ccccc2)C1.